From a dataset of the Open Reaction Database (ORD), a public repository of structured organic reaction records. describe an organic reaction: reactants, conditions, products, and yield Starting materials: O=C(Br)CBr, O=[N+]([O-])c1ccccc1NNC1C2CC3CC(C2)CC1C3. Yields the product O=C(CBr)N(Nc1ccccc1[N+](=O)[O-])C1C2CC3CC(C2)CC1C3. As a reaction SMILES: [Br:22][CH2:23][C:24](=[O:25])[Br:26].[CH:1]12[CH:2]([NH:11][NH:12][c:13]3[c:14]([N+:19](=[O:20])[O-:21])[cH:15][cH:16][cH:17][cH:18]3)[CH:3]3[CH2:4][CH:5]([CH2:6][CH:7]([CH2:8]1)[CH2:9]3)[CH2:10]2>>[CH:1]12[CH:2]([N:11]([NH:12][c:13]3[c:14]([N+:19](=[O:20])[O-:21])[cH:15][cH:16][cH:17][cH:18]3)[C:24]([CH2:23][Br:22])=[O:25])[CH:3]3[CH2:4][CH:5]([CH2:6][CH:7]([CH2:8]1)[CH2:9]3)[CH2:10]2. The reactants are COCC1=CC(=NO1)C1=NN=C2N1N=C(C1=CC=CC=C21)OCC2=NN(C=N2)C (3-(5-Methoxymethylisoxazol-3-yl)-6-(1-methyl-1,2,4-triazol-3-yl)methyloxy-1,2,4-triazolo[3,4-a]phthalazine), CN1N=CN=C1CO (1-methyl-1,2,4-triazole-5-methanol), A-421210. Yields the product COCC1=CC(=NO1)C1=NN=C2N1N=C(C1=CC=CC=C21)OCC=2N(N=CN2)C (3-(5-Methoxymethylisoxazol-3-yl)-6-(2-methyl-1,2,4-triazol-3-yl)methyloxy-1,2,4-triazolo[3,4-a]phthalazine). RXN SMILES: [CH3:1][O:2][CH2:3][C:4]1[O:8][N:7]=[C:6]([C:9]2[N:13]3[N:14]=[C:15]([O:22][CH2:23]C4N=CN(C)N=4)[C:16]4[C:21]([C:12]3=[N:11][N:10]=2)=[CH:20][CH:19]=[CH:18][CH:17]=4)[CH:5]=1.[CH3:30][N:31]1[C:35](CO)=[N:34][CH:33]=[N:32]1>>[CH3:1][O:2][CH2:3][C:4]1[O:8][N:7]=[C:6]([C:9]2[N:13]3[N:14]=[C:15]([O:22][CH2:23][C:35]4[N:31]([CH3:30])[N:32]=[CH:33][N:34]=4)[C:16]4[C:21]([C:12]3=[N:11][N:10]=2)=[CH:20][CH:19]=[CH:18][CH:17]=4)[CH:5]=1. Procedure details: The title-compound was prepared from the product of Example 116 part a and 1-methyl-1,2,4-triazole-5-methanol (prepared using the conditions of Itoh and Okongi, EP-A-421210) in a similar manner to Example 98, mp 206-207.56° C.; 1H NMR (360 MHz, CDCl3) δ 3.53 (3H, s, CH3), 4.12 (3H, s, CH3), 4.73 (2H, s, CH2), 5.87 (2H, s, CH2), 7.20 (1H, s, ArH), 7.42 (1H, s, ArH), 7.93 (1H, m, ArH), 8.06 (1H, m, ArH), 8.30 (1H, d, J=7.7 Hz, ArH), 8.70 (1H, d, J=7.2 Hz, ArH); MS (ES+) m/e 393 [MH]+.